From a dataset of the Open Reaction Database (ORD), a public repository of structured organic reaction records. describe an organic reaction: reactants, conditions, products, and yield Reactants: [BH4-], CCO, O=Cc1ccc(-c2ccccc2)c(F)c1, [Na+], [Na+], [OH-]. Product: OCc1ccc(-c2ccccc2)c(F)c1. Reaction SMILES: [BH4-:16].[CH3:20][CH2:21][OH:22].[F:1][c:2]1[c:3](-[c:10]2[cH:11][cH:12][cH:13][cH:14][cH:15]2)[cH:4][cH:5][c:6]([CH:8]=[O:9])[cH:7]1.[Na+:17].[Na+:19].[OH-:18]>>[F:1][c:2]1[c:3](-[c:10]2[cH:11][cH:12][cH:13][cH:14][cH:15]2)[cH:4][cH:5][c:6]([CH2:8][OH:9])[cH:7]1. Starting materials: CC1=C(C=CC=C1)C=CC(=O)N[C@@H](CC1=CNC2=CC=CC=C12)C(=O)OC (Methyl N-[3-(2-Methylphenyl)acryloyl]-L-Tryptophanate), [OH-].[Na+] (sodium hydroxide). Run in CO (methanol). The product is CC1=C(C=CC=C1)C=CC(=O)N[C@@H](CC1=CNC2=CC=CC=C12)C(=O)O (N-[3-(2-Methylphenyl)acryloyl]-L-Tryptophan). The yield is 89.2%. As a reaction SMILES: [CH3:1][C:2]1[CH:7]=[CH:6][CH:5]=[CH:4][C:3]=1[CH:8]=[CH:9][C:10]([NH:12][C@H:13]([C:24]([O:26]C)=[O:25])[CH2:14][C:15]1[C:23]2[C:18](=[CH:19][CH:20]=[CH:21][CH:22]=2)[NH:17][CH:16]=1)=[O:11].[OH-].[Na+]>CO>[CH3:1][C:2]1[CH:7]=[CH:6][CH:5]=[CH:4][C:3]=1[CH:8]=[CH:9][C:10]([NH:12][C@H:13]([C:24]([OH:26])=[O:25])[CH2:14][C:15]1[C:23]2[C:18](=[CH:19][CH:20]=[CH:21][CH:22]=2)[NH:17][CH:16]=1)=[O:11] |f:1.2|. Procedure details: The same procedures as in Example 149 were carried out from the compound obtained in Example 156 (4.2 g), 1 mol/L of an aqueous sodium hydroxide solution (17 mL), and methanol (170 mL), to give the captioned compound (3.6 g, 88%) as crystals.